The task is: describe an organic reaction: reactants, conditions, products, and yield. This data is from the Open Reaction Database (ORD), a public repository of structured organic reaction records. Starting materials: C(C)NCC (diethylamine), C=O (formaldehyde), C(C)(=O)NC=1C=C(C=CC1)O (3-acetamidophenol). Solvent: C(C)O (ethanol). Product: C(C)N(CC)CC1=C(C=C(C=C1)NC(C)=O)O (N-(4-Diethylaminomethyl-3-hydroxy-phenyl)-acetamide). The yield is 52.5%. As a reaction SMILES: [C:1]([NH:4][C:5]1[CH:6]=[C:7]([OH:11])[CH:8]=[CH:9][CH:10]=1)(=[O:3])[CH3:2].[CH2:12]([NH:14][CH2:15][CH3:16])[CH3:13].[CH2:17]=O>C(O)C>[CH2:12]([N:14]([CH2:17][C:8]1[CH:9]=[CH:10][C:5]([NH:4][C:1](=[O:3])[CH3:2])=[CH:6][C:7]=1[OH:11])[CH2:15][CH3:16])[CH3:13]. Reported procedure: To a round bottomed flask containing 3-acetamidophenol (5 g) in ethanol (20 ml) was added diethylamine (2.6 g) and formaldehyde (1.1 g). The resulting mixture was stirred at reflux for 24 hours. After this time, the solvent was evaporated and the residue was purified by column chromatography (silica, dichloromethane/methanol 80:20) to give N-(4-Diethylaminomethyl-3-hydroxy-phenyl)-acetamide (4.1 g, 53%). 1H NMR (250 MHz, CDCl3) δH: 7.05 (1H, d, J=8.2), 6.89 (1H, d, J=8.2), 6.80 (1H, s), 3.70 (2H... Reactants: C([O-])(O)=O.[Na+] (sodium bicarbonate), C(C)OC(=O)C1=C(N(C=C1O)C)CC(=O)OCC (Ethyl 3-ethoxycarbonyl-4-hydroxy-1-methylpyrrole-2-acetate), ClCC1=C(C(=O)Cl)C=CC=C1 (o-(chloromethyl)benzoyl chloride), FC(S(=O)(=O)O)(F)F (trifluoromethanesulfonic acid). Run in O (water), C(Cl)Cl (methylene chloride). Run at time 1 hour. The product is ClCC1=C(C(=O)C2=C(C(=C(N2C)CC(=O)OCC)C(=O)OCC)O)C=CC=C1 (ethyl 5-[o-(chloromethyl)benzoyl]-3-ethoxycarbonyl-4-hydroxy-1-methylpyrrole-2-acetate). The yield is 64.4%. RXN SMILES: [CH2:1]([O:3][C:4]([C:6]1[C:10]([OH:11])=[CH:9][N:8]([CH3:12])[C:7]=1[CH2:13][C:14]([O:16][CH2:17][CH3:18])=[O:15])=[O:5])[CH3:2].[Cl:19][CH2:20][C:21]1[CH:29]=[CH:28][CH:27]=[CH:26][C:22]=1[C:23](Cl)=[O:24].FC(F)(F)S(O)(=O)=O.C(=O)(O)[O-].[Na+]>O.C(Cl)Cl>[Cl:19][CH2:20][C:21]1[CH:29]=[CH:28][CH:27]=[CH:26][C:22]=1[C:23]([C:9]1[N:8]([CH3:12])[C:7]([CH2:13][C:14]([O:16][CH2:17][CH3:18])=[O:15])=[C:6]([C:4]([O:3][CH2:1][CH3:2])=[O:5])[C:10]=1[OH:11])=[O:24] |f:3.4|. Procedure details: Ethyl 3-ethoxycarbonyl-4-hydroxy-1-methylpyrrole-2-acetate (510 mg, 2.0 mmol) is mixed with o-(chloromethyl)benzoyl chloride (565 μl, 4.0 mmol) under nitrogen, and 2.0 ml anhydrous trifluoromethanesulfonic acid is added. The reaction mixture is stirred at room temperature for one hour followed by dilution with methylene chloride (50 ml), and then water (30 ml). Solid sodium bicarbonate is slowly added until the acid is neutralized. The organic layer is separated and the aqueous layer is washed w... Reactants: [H-].[Na+] (sodium hydride), CC=1N(C=CN1)CC1CCC=2NC3=CC=CC=C3C2C1=O (1,2,3,9-tetrahydro-3-[(2-methyl-1H-imidazol-1-yl)methyl]-4H-carbazol-4-one), COS(=O)(=O)OC (dimethylsulphate). Solvent: CN(C=O)C (dimethylformamide), CN(C=O)C (dimethylformamide). Reaction conditions: time 4 hour. The product is CN1C2=CC=CC=C2C=2C(C(CCC12)CN1C(=NC=C1)C)=O (1,2,3,9-Tetrahydro-9-methyl-3-[(2-methyl-1H-imidazol-1-yl)methyl]-4H-carbazol-4-one). As a reaction SMILES: [CH3:1][C:2]1[N:3]([CH2:7][CH:8]2[C:20](=[O:21])[C:19]3[C:18]4[C:13](=[CH:14][CH:15]=[CH:16][CH:17]=4)[NH:12][C:11]=3[CH2:10][CH2:9]2)[CH:4]=[CH:5][N:6]=1.[H-].[Na+].[CH3:24]OS(OC)(=O)=O>CN(C)C=O>[CH3:24][N:12]1[C:11]2[CH2:10][CH2:9][CH:8]([CH2:7][N:3]3[CH:4]=[CH:5][N:6]=[C:2]3[CH3:1])[C:20](=[O:21])[C:19]=2[C:18]2[C:13]1=[CH:14][CH:15]=[CH:16][CH:17]=2 |f:1.2|. Procedure: A solution of 1,2,3,9-tetrahydro-3-[(2-methyl-1H-imidazol-1-yl)methyl]-4H-carbazol-4-one (1.0 g) in dry dimethylformamide (10 ml) was added dropwise under nitrogen to a stirred, ice-cooled suspension of sodium hydride (80% in oil; 0.11 g) in dry dimethylformamide (5 ml). After 0.5 h dimethylsulphate (0.34 ml) was added, and the solution stirred at room temperature for 4 h. The resultant solid was filtered off, washed with ice-cold dry dimethylformamide (2×5 ml) and dry ether (3×15 ml) and dried ... The reactants are [H-].[Na+] (sodium hydride), CN(C)C=O (DMF), C(=O)NC=1C=C(C(=O)O)C=CC1 (3-Formylamino benzoic acid), IC (iodomethane), CN(C)C=O (DMF), IC (iodomethane). Reaction conditions: time 8 hour. Yields the product C(=O)N(C)C1=C(C(=O)O)C=CC=C1 (N-Formyl-N-methylamino benzoic acid). Yield: 86.0%. As a reaction SMILES: C(N[C:4]1[CH:5]=[C:6]([CH:10]=[CH:11][CH:12]=1)[C:7]([OH:9])=[O:8])=O.[H-].[Na+].IC.[CH3:17][N:18]([CH:20]=[O:21])C>>[CH:20]([N:18]([C:5]1[CH:4]=[CH:12][CH:11]=[CH:10][C:6]=1[C:7]([OH:9])=[O:8])[CH3:17])=[O:21] |f:1.2|. Procedure: 3-Formylamino benzoic acid (2.28 g, 13.8 mmol) was taken up in DMF (25 ml) and added dropwise to a suspension of sodium hydride (1.05 g, 80% disp. in oil) in DMF (15 ml) at 0° C. The mixture was allowed to warm to r.t. over 1 h and then iodomethane (0.95 ml) added. A second portion of iodomethane (0.95 ml) was added after 1 h and the mixture stirred at r.t. overnight. The solvent was removed by evaporation and the product partitioned between ethyl acetate and 1M HCl. The organic layer was washed... Reactants: C(C=C)C(C(=O)OC)(CC=C)C1=CC=CC=C1 (methyl 2-allyl-2-phenylpent-4-enoate), benzylidene-bis(tricyclhexylphosphine)dichlororuthenium. The solvent is ClCCl (dichloromethane). The product is C1(=CC=CC=C1)C1(CC=CC1)C(=O)OC (Methyl 1-phenylcyclopent-3-enecarboxylate). Isolated yield 90.4%. As a reaction SMILES: [CH2:1]([C:4]([C:12]1[CH:17]=[CH:16][CH:15]=[CH:14][CH:13]=1)([CH2:9][CH:10]=[CH2:11])[C:5]([O:7][CH3:8])=[O:6])C=C>ClCCl>[C:12]1([C:4]2([C:5]([O:7][CH3:8])=[O:6])[CH2:1][CH:11]=[CH:10][CH2:9]2)[CH:13]=[CH:14][CH:15]=[CH:16][CH:17]=1. Reported procedure: To a solution of methyl 2-allyl-2-phenylpent-4-enoate (378 mg) in dichloromethane (41 mL) was added benzylidene-bis(tricyclhexylphosphine)dichlororuthenium (68 mg) and the resulting suspension was heated under reflux for 1 h. The solvent was removed in vacuo, and the crude product was purified by preparative TLC eluting with 10% ethyl acetate/90% hexanes to give the title compound as an oil (300 mg). 1H NMR (400 MHz, CDCl3) δ 2.74 (2H, d, J=14.8 Hz), 3.40 (2H, d, J=14.8 Hz), 3.63 (3H, s), 5.76 (... The reactants are ClCCl (Dichloromethane), C(C)OC(=O)[C@H]1CN(CCC1)CCOC=C(C1=CC=CC=C1)C1=CC=CC=C1 ((R)-1-[2-[[2,2-Diphenylethenyl]oxy]ethyl]-3-piperidine carboxylic acid ethyl ester), Cl (hydrochloric acid), [OH-].[Na+] (sodium hydroxide). Solvent: C(C)O (ethanol). Conditions: time 2.5 hour. Product: Cl.C1(=CC=CC=C1)C(=COCCN1C[C@@H](CCC1)C(=O)O)C1=CC=CC=C1 ((R)-1-[2-[[2,2-Diphenylethenyl]oxy]ethyl]-3-piperidine carboxylic acid hydrochloride). Isolated yield 86.0%. As a reaction SMILES: C([O:3][C:4]([C@@H:6]1[CH2:11][CH2:10][CH2:9][N:8]([CH2:12][CH2:13][O:14][CH:15]=[C:16]([C:23]2[CH:28]=[CH:27][CH:26]=[CH:25][CH:24]=2)[C:17]2[CH:22]=[CH:21][CH:20]=[CH:19][CH:18]=2)[CH2:7]1)=[O:5])C.[OH-].[Na+].Cl.[Cl:32]CCl>C(O)C>[ClH:32].[C:23]1([C:16]([C:17]2[CH:22]=[CH:21][CH:20]=[CH:19][CH:18]=2)=[CH:15][O:14][CH2:13][CH2:12][N:8]2[CH2:9][CH2:10][CH2:11][C@@H:6]([C:4]([OH:5])=[O:3])[CH2:7]2)[CH:24]=[CH:25][CH:26]=[CH:27][CH:28]=1 |f:1.2,6.7|. Reported procedure: (R)-1-[2-[[2,2-Diphenylethenyl]oxy]ethyl]-3-piperidine carboxylic acid ethyl ester (example 1) (3.0 g, 0.079 mol) was dissolved in ethanol (20 ml) and 12 N sodium hydroxide solution (2.0 ml) was introduced. After stirring the solution at room temperature for 2.5 h, 37% hydrochloric acid (ca. 2.2 ml) was added, with acidity measured at pH 2. Dichloromethane (300 ml) was introduced, and the mixture was dried (MgSO4). Filtration and evaporation of the filtrate gave a solid, which was triturated wit...